Dataset: the Open Reaction Database (ORD), a public repository of structured organic reaction records. Task: describe an organic reaction: reactants, conditions, products, and yield The reactants are C(C)(C)(C)OC(N[C@H](CC1=CC=CC=C1)[C@H]1OC1)=O ([(1R)-1-{(2R)-oxiran-2-yl}-2-phenyl-ethyl]carbamic acid tert-butylester), N1N=NC=C1 (1,2,3-triazole). The product is C(C)(C)(C)OC(N[C@@H]([C@H](CN1N=CC=N1)O)CC1=CC=CC=C1)=O ([(1R,2S)-1-Benzyl-2-hydroxy-3-[1,2,3]triazol-2-yl-propyl]-carbamic acid tert-butyl ester). RXN SMILES: [C:1]([O:5][C:6](=[O:19])[NH:7][C@@H:8]([C@@H:16]1[CH2:18][O:17]1)[CH2:9][C:10]1[CH:15]=[CH:14][CH:13]=[CH:12][CH:11]=1)([CH3:4])([CH3:3])[CH3:2].[NH:20]1[CH:24]=[CH:23][N:22]=[N:21]1>>[C:1]([O:5][C:6](=[O:19])[NH:7][C@H:8]([CH2:9][C:10]1[CH:15]=[CH:14][CH:13]=[CH:12][CH:11]=1)[C@@H:16]([OH:17])[CH2:18][N:21]1[N:22]=[CH:23][CH:24]=[N:20]1)([CH3:4])([CH3:3])[CH3:2]. Reported procedure: Using general procedure 4 and purification method E with [(1R)-1-{(2R)-oxiran-2-yl}-2-phenyl-ethyl]carbamic acid tert-butylester (0.15 g, 0.57 mmol) and 1,2,3-triazole (0.037 mL, 0.63 mmol) gives the title compound.